From a dataset of the Open Reaction Database (ORD), a public repository of structured organic reaction records. describe an organic reaction: reactants, conditions, products, and yield Yield: 90.0%. Procedure: Prepared according to the method used in the preparation of (S)-4-(2-chloro-4-morpholin-4-yl-thieno[3,2-d]pyrimidin-6-ylmethyl)-3-isopropyl-piperazin-2-one using (5)-octahydro-pyrazino[2,1-c][1,4]oxazine in place of (S)-3-isopropyl-piperazin-2-one. The title compound was obtained as a pale yellow solid (210 mg, 90%). Product: ClC=1N=C(C2=C(N1)C=C(S2)CN2C[C@H]1COCCN1CC2)N2CCOCC2 ((S)-8-(2-Chloro-4-morpholin-4-yl-thieno[3,2-d]pyrimidin-6-ylmethyl)-octahydro-pyrazino[2,1-c][1,4]oxazine), solid. Starting materials: ClC=1N=C(C2=C(N1)C=C(S2)CN2[C@H](C(NCC2)=O)C(C)C)N2CCOCC2 ((S)-4-(2-chloro-4-morpholin-4-yl-thieno[3,2-d]pyrimidin-6-ylmethyl)-3-isopropyl-piperazin-2-one), C1OCCN2[C@H]1CNCC2 ((5)-octahydro-pyrazino[2,1-c][1,4]oxazine). RXN SMILES: [Cl:1][C:2]1[N:3]=[C:4]([N:22]2[CH2:27][CH2:26][O:25][CH2:24][CH2:23]2)[C:5]2[S:10][C:9]([CH2:11][N:12]3[CH2:17][CH2:16][NH:15]C(=O)[C@@H]3C(C)C)=[CH:8][C:6]=2[N:7]=1.[CH2:28]1[C@@H:33]2[CH2:34]NCCN2[CH2:31][CH2:30][O:29]1>>[Cl:1][C:2]1[N:3]=[C:4]([N:22]2[CH2:27][CH2:26][O:25][CH2:24][CH2:23]2)[C:5]2[S:10][C:9]([CH2:11][N:12]3[CH2:17][CH2:16][N:15]4[C@H:33]([CH2:28][O:29][CH2:30][CH2:31]4)[CH2:34]3)=[CH:8][C:6]=2[N:7]=1. Reaction conditions: time 18 hour. The reactants are BrC=1C(=C(C(=NC1C)C)C(C(=O)[O-])O)N1CCC(CC1)C(F)(F)F (2-(5-bromo-2,6-dimethyl-4-(4-(trifluoromethyl)piperidin-1-yl)pyridin-3-yl)-2-hydroxyacetate), HClO4, HClO4. Product: BrC=1C(=C(C(=NC1C)C)[C@@H](C(=O)OC(C)C)OC(C)(C)C)N1CCC(CC1)C(F)(F)F ((S)-isopropyl 2-(5-bromo-2,6-dimethyl-4-(4-(trifluoromethyl)piperidin-1-yl)pyridin-3-yl)-2-(tert-butoxy)acetate). The yield is 178.0%. Procedure: The isobutylene gas was bubbled into a nitrogen purged, cooled (0° C.) solution of 2-(5-bromo-2,6-dimethyl-4-(4-(trifluoromethyl)piperidin-1-yl)pyridin-3-yl)-2-hydroxyacetate (1.9 g, 4.19 mmol) and 0.4 mL of 70% HClO4 in DCM (20 mL) for 20 min. The reaction mixture was allowed to warm to rt and stirred for 18 h in a pressure sealed vessel, after which it was recooled, and an additional 0.4 mL of 70% HClO4 was added, and the reaction stirred for 24 h at rt. The reaction was then diluted with DCM,... The solvent is C(Cl)Cl (DCM), C(Cl)Cl (DCM). RXN SMILES: [Br:1][C:2]1[C:3]([N:15]2[CH2:20][CH2:19][CH:18]([C:21]([F:24])([F:23])[F:22])[CH2:17][CH2:16]2)=[C:4]([CH:10]([OH:14])[C:11]([O-:13])=[O:12])[C:5]([CH3:9])=[N:6][C:7]=1[CH3:8]>C(Cl)Cl>[Br:1][C:2]1[C:3]([N:15]2[CH2:20][CH2:19][CH:18]([C:21]([F:24])([F:22])[F:23])[CH2:17][CH2:16]2)=[C:4]([C@H:10]([O:14][C:4]([CH3:10])([CH3:5])[CH3:3])[C:11]([O:13][CH:7]([CH3:8])[CH3:2])=[O:12])[C:5]([CH3:9])=[N:6][C:7]=1[CH3:8].